From a dataset of the Open Reaction Database (ORD), a public repository of structured organic reaction records. describe an organic reaction: reactants, conditions, products, and yield Starting materials: C, CC(C)(C)OC(=O)N(CCCOc1ccc(C#N)cc1)C1CCN(Cc2ccccc2)CC1, CO, [Pd]. The product is CC(C)(C)OC(=O)N(CCCOc1ccc(C#N)cc1)C1CCNCC1. As a reaction SMILES: [C:36].[CH2:1]([c:2]1[cH:3][cH:4][cH:5][cH:6][cH:7]1)[N:8]1[CH2:9][CH2:10][CH:11]([N:14]([C:15]([O:16][C:17]([CH3:18])([CH3:19])[CH3:20])=[O:21])[CH2:22][CH2:23][CH2:24][O:25][c:26]2[cH:27][cH:28][c:29]([C:32]#[N:33])[cH:30][cH:31]2)[CH2:12][CH2:13]1.[CH3:34][OH:35].[Pd:37]>>[NH:8]1[CH2:9][CH2:10][CH:11]([N:14]([C:15]([O:16][C:17]([CH3:18])([CH3:19])[CH3:20])=[O:21])[CH2:22][CH2:23][CH2:24][O:25][c:26]2[cH:27][cH:28][c:29]([C:32]#[N:33])[cH:30][cH:31]2)[CH2:12][CH2:13]1. The reactants are BrC1=CC2=C(OC3=C(C=C2)C=CC(=C3)Br)C=C1 (2,7-dibromodibenzo[b,f]oxepine). Reagents/catalysts: [Pt] (Pt/C). Solvent: CCOC(=O)C (EtOAc), petroleum ether. Yields the product BrC1=CC2=C(OC3=C(CC2)C=CC(=C3)Br)C=C1 (2,7-dibromo-10,11-dihydrodibenzo[b,f]oxepine). The yield is 81.4%. RXN SMILES: [Br:1][C:2]1[CH:17]=[CH:16][C:5]2[O:6][C:7]3[CH:14]=[C:13]([Br:15])[CH:12]=[CH:11][C:8]=3[CH:9]=[CH:10][C:4]=2[CH:3]=1>CCOC(C)=O.[Pt]>[Br:1][C:2]1[CH:17]=[CH:16][C:5]2[O:6][C:7]3[CH:14]=[C:13]([Br:15])[CH:12]=[CH:11][C:8]=3[CH2:9][CH2:10][C:4]=2[CH:3]=1. Procedure: A solution of 2,7-dibromodibenzo[b,f]oxepine (10-2) (663 mg, 1.88 mmol) in EtOAc (40 mL) was degassed under N2. Pt/C 10% by wt (200 mg) was added and the reaction was evacuated and placed under H2 gas. After 2 h reaction mixture was degassed and filtered through Celite®545 (eluant EtOAc) and solvent was removed in vacuo to give a yellow oil. The compound was dissolved in petroleum ether and passed through a short pad of SiO2, eluting with isohexanes 400 mL. Solvent was removed in vacuo, to give ... Starting materials: C(=O)(O)C1=CC=C(C=O)C=C1 (4-carboxybenzaldehyde), CNC (Dimethylamine), N,N'-carbonyldiimidazole, O1CCCC1 (tetrahydrofuran). The solvent is O (Water). Conditions: time 1 hour. Product: C(=O)C1=CC=C(C(=O)N(C)C)C=C1 (p-formyl-N,N-dimethylbenzamide). As a reaction SMILES: [C:1]([C:4]1[CH:11]=[CH:10][C:7]([CH:8]=[O:9])=[CH:6][CH:5]=1)(O)=[O:2].O1CCCC1.[CH3:17][NH:18][CH3:19]>O>[CH:8]([C:7]1[CH:10]=[CH:11][C:4]([C:1]([N:18]([CH3:19])[CH3:17])=[O:2])=[CH:5][CH:6]=1)=[O:9]. Procedure: A mixture of 15.0 g. of 4-carboxybenzaldehyde, 17.0 g. of N,N'-carbonyldiimidazole and 150 ml. of tetrahydrofuran is allowed to stand at room temperature for one hour. Dimethylamine is passed thru the above solution for one hour and the reaction mixture is allowed to stand at room temperature for 18 hours, then is heated at reflux temperature for one hour. Water is added and the solvent is distilled off. The residue is extracted with methylenechloride. The organic layer is washed with dilute hyd... The reactants are C(CCCCC)C1=CC=C(C=C1)O (4-n-hexylphenol), CC(=O)O (HOAc), CO (MeOH). The reagents and catalysts are [Rh] (rhodium on carbon). Product: C(CCCCC)C(CC(=O)O)CCC(=O)O (β-n-Hexyladipic Acid). As a reaction SMILES: [CH2:1]([C:7]1[CH:12]=[CH:11][C:10]([OH:13])=CC=1)[CH2:2][CH2:3][CH2:4][CH2:5][CH3:6].[CH3:14][C:15]([OH:17])=[O:16].C[OH:19]>[Rh]>[CH2:1]([CH:7]([CH2:12][CH2:11][C:10]([OH:13])=[O:19])[CH2:14][C:15]([OH:17])=[O:16])[CH2:2][CH2:3][CH2:4][CH2:5][CH3:6]. Procedure details: A stirred suspension of 4-n-hexylphenol (972 g; 5.46 mol), 61.7 g of 5% rhodium on carbon catalyst (46.0 g of Alfa Chemical Co. lot 063081 and 17.7 g of MCB Chemicals lot A12M04), HOAc (21 ml), and MeOH (5.0 L) was hydrogenated in a 5 gallon autoclave (100 psi) at 35°-55° until 73% of theoretical H2 was consumed. A sample was withdrawn and NMR and GC tests showed that a small amount of the hexylphenol remained. Hydrogenation was continued until a total of 78% of theoretical H2 was consumed. The ...